This data is from the Open Reaction Database (ORD), a public repository of structured organic reaction records. The task is: describe an organic reaction: reactants, conditions, products, and yield Reactants: COCCOC, O=C1CCc2c(Cl)sc(-c3ccccc3F)c21, [Na+], O=C([O-])O, OB(O)c1ccncc1. Product: O=C1CCc2c(-c3ccncc3)sc(-c3ccccc3F)c21. RXN SMILES: [CH3:32][O:33][CH2:34][CH2:35][O:36][CH3:37].[Cl:1][c:2]1[s:3][c:4](-[c:11]2[c:12]([F:17])[cH:13][cH:14][cH:15][cH:16]2)[c:5]2[c:6]1[CH2:7][CH2:8][C:9]2=[O:10].[Na+:31].[O-:27][C:28]([OH:29])=[O:30].[n:18]1[cH:19][cH:20][c:21]([B:24]([OH:25])[OH:26])[cH:22][cH:23]1>>[c:2]1(-[c:21]2[cH:20][cH:19][n:18][cH:23][cH:22]2)[s:3][c:4](-[c:11]2[c:12]([F:17])[cH:13][cH:14][cH:15][cH:16]2)[c:5]2[c:6]1[CH2:7][CH2:8][C:9]2=[O:10]. Yields the product Cc1cc(Cl)ccc1-c1ccc(CCCC(=O)O)cc1. RXN SMILES: [CH3:29][CH2:30][O:31][C:32](=[O:33])[CH3:34].[Cl:1][c:2]1[cH:3][c:4]([CH3:21])[c:5](-[c:8]2[cH:9][cH:10][c:11]([C:14]([CH2:15][CH2:16][C:17](=[O:18])[OH:19])=[O:20])[cH:12][cH:13]2)[cH:6][cH:7]1.[NH2:22][CH:23]1[CH2:24][CH2:25][CH2:26][CH2:27][CH2:28]1>>[Cl:1][c:2]1[cH:3][c:4]([CH3:21])[c:5](-[c:8]2[cH:9][cH:10][c:11]([CH2:14][CH2:15][CH2:16][C:17](=[O:18])[OH:19])[cH:12][cH:13]2)[cH:6][cH:7]1. Reactants: CCOC(C)=O, Cc1cc(Cl)ccc1-c1ccc(C(=O)CCC(=O)O)cc1, NC1CCCCC1. Starting materials: NC=1C(N(C(N(C1N)CC)=O)CC)=O (5,6-diamino-1,3-diethyluracil), FC(C1=CC=C(C=CC(=O)O)C=C1)(F)F (4-trifluoromethylcinnamic acid). Reported procedure: Substantially the same procedure as in Example 7 was repeated using 2.20 g (11.2 mmol) of 5,6-diamino-1,3-diethyluracil and 2.66 g (12.3 mmol) of 4-trifluoromethylcinnamic acid. Then, the resultant crude crystals were recrystallized from dioxane/water to give 2.09 g (yield 49%) of Compound 136 as a white powder. The yield is 49.3%. RXN SMILES: [NH2:1][C:2]1[C:3](=[O:14])[N:4]([CH2:12][CH3:13])[C:5](=[O:11])[N:6]([CH2:9][CH3:10])[C:7]=1[NH2:8].[F:15][C:16]([F:29])([F:28])[C:17]1[CH:27]=[CH:26][C:20]([CH:21]=[CH:22][C:23](O)=O)=[CH:19][CH:18]=1>>[CH2:12]([N:4]1[C:3](=[O:14])[C:2]2[NH:1][C:23](/[CH:22]=[CH:21]/[C:20]3[CH:26]=[CH:27][C:17]([C:16]([F:15])([F:28])[F:29])=[CH:18][CH:19]=3)=[N:8][C:7]=2[N:6]([CH2:9][CH3:10])[C:5]1=[O:11])[CH3:13]. Yields the product C(C)N1C(=O)N(C=2N=C(NC2C1=O)\C=C\C1=CC=C(C=C1)C(F)(F)F)CC ((E)-1,3-Diethyl-8-(4-trifluoromethylstyryl)xanthine). Reactants: COC(=O)c1c(C)cccc1COc1cccc(COCc2ccc3ccccc3n2)c1, CS(C)=O. Yields the product Cc1cccc(COc2cccc(COCc3ccc4ccccc4n3)c2)c1C(=O)O. As a reaction SMILES: [CH3:1][c:2]1[c:3]([C:4](=[O:5])[O:6][CH3:7])[c:8]([CH2:12][O:13][c:14]2[cH:15][c:16]([CH2:20][O:21][CH2:22][c:23]3[n:24][c:25]4[cH:26][cH:27][cH:28][cH:29][c:30]4[cH:31][cH:32]3)[cH:17][cH:18][cH:19]2)[cH:9][cH:10][cH:11]1.[CH3:33][S:34]([CH3:35])=[O:36]>>[CH3:1][c:2]1[c:3]([C:4](=[O:5])[OH:6])[c:8]([CH2:12][O:13][c:14]2[cH:15][c:16]([CH2:20][O:21][CH2:22][c:23]3[n:24][c:25]4[cH:26][cH:27][cH:28][cH:29][c:30]4[cH:31][cH:32]3)[cH:17][cH:18][cH:19]2)[cH:9][cH:10][cH:11]1.